From a dataset of the Open Reaction Database (ORD), a public repository of structured organic reaction records. describe an organic reaction: reactants, conditions, products, and yield The reactants are O=C(O)c1ccc2oc(C(=O)Nc3ccc(Cl)cn3)c(NC(=O)C3CCC(N4CCCC4=O)CC3)c2c1, C1COCCN1, CCN=C=NCCCN(C)C, CN(C)C=O, Cl, On1nnc2ccccc21, c1ccncc1. Yields the product O=C(Nc1ccc(Cl)cn1)c1oc2ccc(C(=O)N3CCOCC3)cc2c1NC(=O)C1CCC(N2CCCC2=O)CC1. As a reaction SMILES: [C:1](=[O:2])([OH:3])[c:4]1[cH:5][cH:6][c:7]2[c:8]([c:9]([NH:22][C:23](=[O:24])[CH:25]3[CH2:26][CH2:27][CH:28]([N:31]4[C:32](=[O:36])[CH2:33][CH2:34][CH2:35]4)[CH2:29][CH2:30]3)[c:10]([C:12](=[O:13])[NH:14][c:15]3[n:16][cH:17][c:18]([Cl:21])[cH:19][cH:20]3)[o:11]2)[cH:37]1.[CH2:38]1[CH2:39][O:40][CH2:41][CH2:42][NH:43]1.[CH2:55]([N:56]=[C:57]=[N:58][CH2:59][CH2:60][CH2:61][N:62]([CH3:63])[CH3:64])[CH3:65].[CH3:72][N:73]([CH3:74])[CH:75]=[O:76].[ClH:54].[OH:44][n:45]1[c:46]2[cH:47][cH:48][cH:49][cH:50][c:51]2[n:52][n:53]1.[n:66]1[cH:67][cH:68][cH:69][cH:70][cH:71]1>>[C:1](=[O:2])([c:4]1[cH:5][cH:6][c:7]2[c:8]([c:9]([NH:22][C:23](=[O:24])[CH:25]3[CH2:26][CH2:27][CH:28]([N:31]4[C:32](=[O:36])[CH2:33][CH2:34][CH2:35]4)[CH2:29][CH2:30]3)[c:10]([C:12](=[O:13])[NH:14][c:15]3[n:16][cH:17][c:18]([Cl:21])[cH:19][cH:20]3)[o:11]2)[cH:37]1)[N:43]1[CH2:38][CH2:39][O:40][CH2:41][CH2:42]1. Reactants: O=C(CBr)c1ccc2c(c1)CCCC2, O=C(O)COc1ccc(C2C(SCC(=O)c3ccc4c(c3)CCC4)C(=O)N2c2ccc(F)cc2)cc1. The product is O=C(O)COc1ccc(C2C(SCC(=O)c3ccc4c(c3)CCCC4)C(=O)N2c2ccc(F)cc2)cc1. RXN SMILES: [Br:37][CH2:38][C:39]([c:40]1[cH:41][cH:42][c:43]2[c:48]([cH:49]1)[CH2:47][CH2:46][CH2:45][CH2:44]2)=[O:50].[CH2:1]1[CH2:2][CH2:3][c:4]2[cH:5][c:6]([C:10]([CH2:11][S:12][CH:13]3[CH:14]([c:25]4[cH:26][cH:27][c:28]([O:29][CH2:30][C:31](=[O:32])[OH:33])[cH:34][cH:35]4)[N:15]([c:18]4[cH:19][cH:20][c:21]([F:24])[cH:22][cH:23]4)[C:16]3=[O:17])=[O:36])[cH:7][cH:8][c:9]21>>[CH2:1]1[CH2:2][CH2:3][c:4]2[cH:5][c:6]([C:10]([CH2:11][S:12][CH:13]3[CH:14]([c:25]4[cH:26][cH:27][c:28]([O:29][CH2:30][C:31](=[O:32])[OH:33])[cH:34][cH:35]4)[N:15]([c:18]4[cH:19][cH:20][c:21]([F:24])[cH:22][cH:23]4)[C:16]3=[O:17])=[O:36])[cH:7][cH:8][c:9]2[CH2:38]1. Reactants: COc1cc(Br)nc(Oc2cccc(C(F)(F)F)c2)c1, [Li]CCCC, CCOCC, S=C=Nc1ccccc1. Product: COc1cc(Oc2cccc(C(F)(F)F)c2)nc(C(=S)Nc2ccccc2)c1. As a reaction SMILES: [Br:1][c:2]1[n:3][c:4]([O:10][c:11]2[cH:12][c:13]([C:17]([F:18])([F:19])[F:20])[cH:14][cH:15][cH:16]2)[cH:5][c:6]([O:8][CH3:9])[cH:7]1.[CH3:21][CH2:22][CH2:23][CH2:24][Li:25].[CH3:35][CH2:36][O:37][CH2:38][CH3:39].[c:26]1([N:32]=[C:33]=[S:34])[cH:27][cH:28][cH:29][cH:30][cH:31]1>>[c:2]1([C:33]([NH:32][c:26]2[cH:27][cH:28][cH:29][cH:30][cH:31]2)=[S:34])[n:3][c:4]([O:10][c:11]2[cH:12][c:13]([C:17]([F:18])([F:19])[F:20])[cH:14][cH:15][cH:16]2)[cH:5][c:6]([O:8][CH3:9])[cH:7]1. The reactants are CN(CCNC1=NC(=CC(=C1C#N)C)C)C (N,N-dimethyl-N'-(3-cyano-4,6-dimethyl-2-pyridyl)-1,2-diaminoethane), ClC(=O)OC (methyl chloroformate). Run in C1=CC=CC=C1 (benzene). The product is C(#N)C=1C(=NC(=CC1C)C)N(C(OC)=O)CCN(C)C (Methyl N-(3-cyano-4,6-dimethyl-2-pyridyl)-N-(2-dimethylaminoethyl)carbamate). As a reaction SMILES: [CH3:1][N:2]([CH3:16])[CH2:3][CH2:4][NH:5][C:6]1[C:11]([C:12]#[N:13])=[C:10]([CH3:14])[CH:9]=[C:8]([CH3:15])[N:7]=1.Cl[C:18]([O:20][CH3:21])=[O:19]>C1C=CC=CC=1>[C:12]([C:11]1[C:6]([N:5]([CH2:4][CH2:3][N:2]([CH3:16])[CH3:1])[C:18](=[O:19])[O:20][CH3:21])=[N:7][C:8]([CH3:15])=[CH:9][C:10]=1[CH3:14])#[N:13]. Procedure details: To a solution of N,N-dimethyl-N'-(3-cyano-4,6-dimethyl-2-pyridyl)-1,2-diaminoethane (13.5 g, 62 mmol) in dry benzene (150 ml) is added methyl chloroformate (7.1 ml, 92 mmol) and then the resulting mixture is refluxed for 11/2 hours. This mixture is evaporated to dryness and the residue dissolved in water, washed with methylene chloride, made basic with sodium carbonate and the product extracted into methylene chloride. Upon evaporation of the solvent there is obtained 16.6 g of oily title B prod... Starting materials: FC=1C=C(C=CC1)N1C(O[C@H](C1)CNC(C)=O)=O ((S)-N-[[3-(3-fluorophenyl)-2-oxo-5-oxazolidinyl]methyl]- acetamide), ICl (iodine monochloride). Run in CCOCC (ether), C(C)(=O)O (acetic acid), FC(C(=O)O)(F)F (trifluoroacetic acid). Product: FC=1C=C(C=CC1I)N1C(O[C@H](C1)CNC(C)=O)=O ((S)-N-[[3-(3-fluoro-4-iodophenyl)-2-oxo-5-oxazolidinyl]methyl]acetamide). As a reaction SMILES: [F:1][C:2]1[CH:3]=[C:4]([N:8]2[CH2:12][C@H:11]([CH2:13][NH:14][C:15](=[O:17])[CH3:16])[O:10][C:9]2=[O:18])[CH:5]=[CH:6][CH:7]=1.[I:19]Cl>C(O)(=O)C.FC(F)(F)C(O)=O.CCOCC>[F:1][C:2]1[CH:3]=[C:4]([N:8]2[CH2:12][C@H:11]([CH2:13][NH:14][C:15](=[O:17])[CH3:16])[O:10][C:9]2=[O:18])[CH:5]=[CH:6][C:7]=1[I:19]. Reported procedure: (S)-N-[[3-(3-fluorophenyl)-2-oxo-5-oxazolidinyl]methyl]- acetamide (PREPARATION 17, 0.280 g, 1.11 mmol) is dissolved in a mixture of acetic acid (20 ml) and trifluoroacetic acid (5 ml) and then treated with iodine monochloride (2.343 g, 14.43 mmol) at 20-25°. The mixture is stirred at 20-25° under nitrogen. After about 24 hr the reaction mixture is diluted with ether and the solids collected under reduced pressure through a medium-porosity sintered glass filter, washing with ether. The crude sol... The reactants are C(C)OCC (diethyl ether), C(C)(=O)OC[C@]1(CC2(C3=C(C=CC(=C3C1)OC)OC)SCCS2)O ((S)-3'-acetoxymethyl-1',2',3',4'-tetrahydro-3'-hydroxy-5',8'-dimethoxyspiro[1,3-dithiolane-2,1'-naphthalene]), mercuric chloride, mercuric oxide, O (water). Run in O1CCCC1 (tetrahydrofuran), CO (methanol). Conditions: time 1 hour. Product: C(C)(=O)OC[C@]1(CC(C2=C(C=CC(=C2C1)OC)OC)=O)O ((S)-3-acetoxymethyl-1,2,3,4-tetrahydro-3-hydroxy-5,8-dimethoxy-1-oxo-naphthalene). As a reaction SMILES: [C:1]([O:4][CH2:5][C@:6]1([OH:24])[CH2:15][C:14]2[C:9](=[C:10]([O:18][CH3:19])[CH:11]=[CH:12][C:13]=2[O:16][CH3:17])[C:8]2(SCCS2)[CH2:7]1)(=[O:3])[CH3:2].O.C([O:28]CC)C>O1CCCC1.CO>[C:1]([O:4][CH2:5][C@:6]1([OH:24])[CH2:15][C:14]2[C:9](=[C:10]([O:18][CH3:19])[CH:11]=[CH:12][C:13]=2[O:16][CH3:17])[C:8](=[O:28])[CH2:7]1)(=[O:3])[CH3:2]. Procedure: 1.9 g of (S)-3'-acetoxymethyl-1',2',3',4'-tetrahydro-3'-hydroxy-5',8'-dimethoxyspiro[1,3-dithiolane-2,1'-naphthalene] in 40 ml of tetrahydrofuran were added to a stirred suspension of 6.4 g of mercuric chloride and 6.4 g of mercuric oxide in 200 ml of methanol containing 18 ml of water. After standing at room temperature for 1 hour, ca 150 ml of solvent were removed by evaporation under reduced pressure, 200 ml of dichloromethane were added and the resulting suspension was filtered to remove ins... The reactants are CC1=C(C(=C2C(=N1)SC1=C2CCCC1)C1=CC=C(C=C1)OC(F)(F)F)CC(=O)OC (methyl [2-methyl-4-(4-trifluoromethoxyphenyl)-5,6,7,8-tetrahydro[1]benzothieno[2,3-b]pyridin-3-yl]acetate), [Li+].C[Si](C)(C)[N-][Si](C)(C)C (LHMDS), C1CCOC1 (THF), ICCC (1-iodopropane). Run in CN(C)C=O (DMF). The product is CC1=C(C(=C2C(=N1)SC1=C2CCCC1)C1=C(N(C2=CC=CC=C12)CCC)C)C(C(=O)OC)CCC (Methyl 2-[2-methyl-4-(2-methyl-1-propyl-1H-indol-3-yl)-5,6,7,8-tetrahydro[1]benzothieno[2,3-b]pyridin-3-yl]pentanoate). Isolated yield 92.6%. RXN SMILES: [CH3:1][C:2]1[N:7]=[C:6]2[S:8][C:9]3[CH2:14][CH2:13][CH2:12][CH2:11][C:10]=3[C:5]2=[C:4]([C:15]2[CH:20]=[CH:19][C:18](OC(F)(F)F)=[CH:17][CH:16]=2)[C:3]=1[CH2:26][C:27]([O:29][CH3:30])=[O:28].[Li+].C[Si]([N-][Si](C)(C)C)(C)C.[CH2:41]1[CH2:45]OC[CH2:42]1.I[CH2:47][CH2:48][CH3:49]>CN(C=O)C>[CH3:1][C:2]1[N:7]=[C:6]2[S:8][C:9]3[CH2:14][CH2:13][CH2:12][CH2:11][C:10]=3[C:5]2=[C:4]([C:15]2[C:20]3[C:2](=[CH:16][CH:17]=[CH:18][CH:19]=3)[N:7]([CH2:47][CH2:48][CH3:49])[C:6]=2[CH3:5])[C:3]=1[CH:26]([CH2:42][CH2:41][CH3:45])[C:27]([O:29][CH3:30])=[O:28] |f:1.2|. Procedure: This compound was prepared according to the procedure C from methyl [2-methyl-4-(4-trifluoromethoxyphenyl)-5,6,7,8-tetrahydro[1]benzothieno[2,3-b]pyridin-3-yl]acetate (0.233 g; 0.57 mmol), LHMDS 1N in THF (0.85 mL; 0.85 mmol), 1-iodopropane (0.111 mL; 1.14 mmol) in DMF (2.8 mL) for 18 h. Purification by flash chromatography on silica gel using a gradient of ethyl acetate (3-50%) in heptane furnished 0.129 g (50%) of the title compound as a yellow oil. The reactants are ClC(Cl)Cl, CC(=O)Nc1cn2nc(Cl)ccc2n1, O=C1CCC(=O)N1I, O. Yields the product CC(=O)Nc1nc2ccc(Cl)nn2c1I. Reaction SMILES: [Cl:1][CH:2]([Cl:3])[Cl:4].[Cl:5][c:6]1[cH:7][cH:8][c:9]2[n:10]([n:11]1)[cH:12][c:13]([NH:15][C:16]([CH3:17])=[O:18])[n:14]2.[I:19][N:20]1[C:21](=[O:22])[CH2:23][CH2:24][C:25]1=[O:26].[OH2:27]>>[Cl:5][c:6]1[cH:7][cH:8][c:9]2[n:10]([n:11]1)[c:12]([I:19])[c:13]([NH:15][C:16]([CH3:17])=[O:18])[n:14]2. The reactants are C(C=C)N(C1C(CC(C1)OCC1=CC=C(C=C1)OC)NC(OC(C)(C)C)=O)CC=C (tert-butyl N-{2-[bis(prop-2-en-1-yl)amino]-4-[(4-methoxyphenyl)methoxy]cyclopentyl}carbamate), CN1C(N(C(CC1=O)=O)C)=O (1,3-dimethyl-1,3-diazinane-2,4,6-trione). Reagents/catalysts: [Pd].C1(=CC=CC=C1)P(C1=CC=CC=C1)C1=CC=CC=C1.C1(=CC=CC=C1)P(C1=CC=CC=C1)C1=CC=CC=C1.C1(=CC=CC=C1)P(C1=CC=CC=C1)C1=CC=CC=C1.C1(=CC=CC=C1)P(C1=CC=CC=C1)C1=CC=CC=C1 (tetrakis(triphenylphosphane) palladium). Run in C(Cl)Cl (DCM). Reaction conditions: temperature 45 celsius, time 3 hour. Product: NC1C(CC(C1)OCC1=CC=C(C=C1)OC)NC(OC(C)(C)C)=O (tert-Butyl N-{2-amino-4-[(4-methoxyphenyl)methoxy]cyclopentyl}-carbamate). RXN SMILES: C([N:4](CC=C)[CH:5]1[CH2:9][CH:8]([O:10][CH2:11][C:12]2[CH:17]=[CH:16][C:15]([O:18][CH3:19])=[CH:14][CH:13]=2)[CH2:7][CH:6]1[NH:20][C:21](=[O:27])[O:22][C:23]([CH3:26])([CH3:25])[CH3:24])C=C.CN1C(=O)CC(=O)N(C)C1=O>C(Cl)Cl.[Pd].C1(P(C2C=CC=CC=2)C2C=CC=CC=2)C=CC=CC=1.C1(P(C2C=CC=CC=2)C2C=CC=CC=2)C=CC=CC=1.C1(P(C2C=CC=CC=2)C2C=CC=CC=2)C=CC=CC=1.C1(P(C2C=CC=CC=2)C2C=CC=CC=2)C=CC=CC=1>[NH2:4][CH:5]1[CH2:9][CH:8]([O:10][CH2:11][C:12]2[CH:13]=[CH:14][C:15]([O:18][CH3:19])=[CH:16][CH:17]=2)[CH2:7][CH:6]1[NH:20][C:21](=[O:27])[O:22][C:23]([CH3:25])([CH3:24])[CH3:26] |f:3.4.5.6.7|. Procedure: To a solution of tert-butyl N-{2-[bis(prop-2-en-1-yl)amino]-4-[(4-methoxyphenyl)methoxy]cyclopentyl}carbamate (1.77 g, 4.25 mmol) in dry DCM (21 ml) was added 1,3-dimethyl-1,3-diazinane-2,4,6-trione (CAS number 769-42-6; 1.161 g, 7.44 mmol) and tetrakis(triphenylphosphane) palladium (0.113 g, 0.098 mmol). The reaction was stirred at 45° C. under an atmosphere of nitrogen for 3 hours. The reaction mixture was concentrated in vacuo and purified by SCX chromatography (2M ammonia in methanol) to aff...